From a dataset of the Open Reaction Database (ORD), a public repository of structured organic reaction records. describe an organic reaction: reactants, conditions, products, and yield Starting materials: CC(C)(C)OC(=O)N(CCc1ccc(Br)cc1)CC(OC1CCCCO1)c1ccccc1, COCCOC, CCOC(C)=O, COC(=O)c1ccc(B(O)O)cc1OC1CCCCC1, [Na+], [Na+], O=C([O-])[O-], O, c1ccc(P(c2ccccc2)(c2ccccc2)[Pd](P(c2ccccc2)(c2ccccc2)c2ccccc2)(P(c2ccccc2)(c2ccccc2)c2ccccc2)P(c2ccccc2)(c2ccccc2)c2ccccc2)cc1. Yields the product COC(=O)c1ccc(-c2ccc(CCN(CC(OC3CCCCO3)c3ccccc3)C(=O)OC(C)(C)C)cc2)cc1OC1CCCCC1. RXN SMILES: [Br:1][c:2]1[cH:3][cH:4][c:5]([CH2:8][CH2:9][N:10]([C:11]([O:12][C:13]([CH3:14])([CH3:15])[CH3:16])=[O:17])[CH2:18][CH:19]([O:20][CH:21]2[O:22][CH2:23][CH2:24][CH2:25][CH2:26]2)[c:27]2[cH:28][cH:29][cH:30][cH:31][cH:32]2)[cH:6][cH:7]1.[CH3:59][O:60][CH2:61][CH2:62][O:63][CH3:64].[CH3:65][CH2:66][O:67][C:68](=[O:69])[CH3:70].[CH:33]1([O:39][c:40]2[cH:41][c:42]([B:50]([OH:51])[OH:52])[cH:43][cH:44][c:45]2[C:46](=[O:47])[O:48][CH3:49])[CH2:34][CH2:35][CH2:36][CH2:37][CH2:38]1.[Na+:53].[Na+:54].[O-:55][C:56](=[O:57])[O-:58].[OH2:71].[cH:72]1[cH:73][cH:74][c:75]([P:76]([Pd:77]([P:78]([c:79]2[cH:80][cH:81][cH:82][cH:83][cH:84]2)([c:85]2[cH:86][cH:87][cH:88][cH:89][cH:90]2)[c:91]2[cH:92][cH:93][cH:94][cH:95][cH:96]2)([P:97]([c:98]2[cH:99][cH:100][cH:101][cH:102][cH:103]2)([c:104]2[cH:105][cH:106][cH:107][cH:108][cH:109]2)[c:110]2[cH:111][cH:112][cH:113][cH:114][cH:115]2)[P:116]([c:117]2[cH:118][cH:119][cH:120][cH:121][cH:122]2)([c:123]2[cH:124][cH:125][cH:126][cH:127][cH:128]2)[c:129]2[cH:130][cH:131][cH:132][cH:133][cH:134]2)([c:135]2[cH:136][cH:137][cH:138][cH:139][cH:140]2)[c:141]2[cH:142][cH:143][cH:144][cH:145][cH:146]2)[cH:147][cH:148]1>>[c:2]1(-[c:42]2[cH:41][c:40]([O:39][CH:33]3[CH2:34][CH2:35][CH2:36][CH2:37][CH2:38]3)[c:45]([C:46](=[O:47])[O:48][CH3:49])[cH:44][cH:43]2)[cH:3][cH:4][c:5]([CH2:8][CH2:9][N:10]([C:11]([O:12][C:13]([CH3:14])([CH3:15])[CH3:16])=[O:17])[CH2:18][CH:19]([O:20][CH:21]2[O:22][CH2:23][CH2:24][CH2:25][CH2:26]2)[c:27]2[cH:28][cH:29][cH:30][cH:31][cH:32]2)[cH:6][cH:7]1. The reactants are C, CCO, O=C(C1CCCN1Cc1ccccc1)N1CCCC1, [Pd]. The product is O=C(C1CCCN1)N1CCCC1. As a reaction SMILES: [C:23].[CH3:20][CH2:21][OH:22].[N:1]1([C:6](=[O:7])[CH:8]2[N:9]([CH2:13][c:14]3[cH:15][cH:16][cH:17][cH:18][cH:19]3)[CH2:10][CH2:11][CH2:12]2)[CH2:2][CH2:3][CH2:4][CH2:5]1.[Pd:24]>>[N:1]1([C:6](=[O:7])[CH:8]2[NH:9][CH2:10][CH2:11][CH2:12]2)[CH2:2][CH2:3][CH2:4][CH2:5]1. The reactants are C1(=CC=C(C=C1)S(=O)(=O)Cl)C (p-toluenesulfonyl chloride), C(C)(=O)OC(CCCO)COC1=CC(=CC=C1)C(F)(F)F (4-acetoxy-5-(3-trifluoromethylphenoxy)-1-pentanol), O (water), O (water). The solvent is N1=CC=CC=C1 (pyridine), CCOCC (ether). Reaction conditions: time 70 minute. Product: C1(=CC=C(C=C1)S(=O)(=O)OCCCC(COC1=CC(=CC=C1)C(F)(F)F)OC(C)=O)C (1-(p-Toluenesulfonyloxy)-4-acetoxy-5-(3-trifluoromethylphenoxy)pentane). Yield: 94.0%. RXN SMILES: [C:1]1([CH3:11])[CH:6]=[CH:5][C:4]([S:7](Cl)(=[O:9])=[O:8])=[CH:3][CH:2]=1.[C:12]([O:15][CH:16]([CH2:21][O:22][C:23]1[CH:28]=[CH:27][CH:26]=[C:25]([C:29]([F:32])([F:31])[F:30])[CH:24]=1)[CH2:17][CH2:18][CH2:19][OH:20])(=[O:14])[CH3:13].O>N1C=CC=CC=1.CCOCC>[C:1]1([CH3:11])[CH:6]=[CH:5][C:4]([S:7]([O:20][CH2:19][CH2:18][CH2:17][CH:16]([O:15][C:12](=[O:14])[CH3:13])[CH2:21][O:22][C:23]2[CH:28]=[CH:27][CH:26]=[C:25]([C:29]([F:32])([F:31])[F:30])[CH:24]=2)(=[O:9])=[O:8])=[CH:3][CH:2]=1. Reported procedure: A solution of p-toluenesulfonyl chloride (65.2 g., 0.342 mole) in pyridine (130 ml.) is cooled in a cold water (10°-15°) bath while 4-acetoxy-5-(3-trifluoromethylphenoxy)-1-pentanol (90.7 g., 0.297 mole) is added dropwise with stirring during 70 minutes. The mixture is then stirred 2 hours in the same cold water bath. It is poured into 400 ml. of water. The oily product is taken up in ether, washed with water, 2N hydrochloric acid and dilute sodium bicarbonate solution and dried over magnesium s... Reactants: CC=1C=C(C=CC1C)CCC(=O)O (3-(3,4-dimethylphenyl) propionic acid), S(=O)(Cl)Cl (thionyl chloride). The solvent is ClCCl (dichloromethane). Product: CC=1C=C(C=CC1C)CCC(=O)Cl (3-(3,4-dimethylphenyl)propionyl chloride). RXN SMILES: [CH3:1][C:2]1[CH:3]=[C:4]([CH2:9][CH2:10][C:11]([OH:13])=O)[CH:5]=[CH:6][C:7]=1[CH3:8].S(Cl)([Cl:16])=O>ClCCl>[CH3:1][C:2]1[CH:3]=[C:4]([CH2:9][CH2:10][C:11]([Cl:16])=[O:13])[CH:5]=[CH:6][C:7]=1[CH3:8]. Reported procedure: A 1 L three-neck round bottom flask equipped with a condenser, magnetic stir bar, thermometer, and a nitrogen inlet was charged with 3-(3,4-dimethylphenyl) propionic acid (64.0 g, 0.359 mol), dichloromethane (500 mL), and thionyl chloride (110 mL, 1.5 mol). The reaction mixture was stirred at reflux for 7 hours. Dichloromethane and excess thionyl chloride were removed by rotary evaporation under reduced pressure to yield 3-(3,4-dimethylphenyl)propionyl chloride as an amber oil (70.6 g, 100% conv... Product: BrC1=C(C=C(C=C1)Cl)C1=CC(N(C=C1OC)C(C(=O)NC1=CC=C(C(=O)O)C=C1)C)=O (4-({2-[4-(2-Bromo-5-chlorophenyl)-5-methoxy-2-oxopyridin-1(2H)-yl]propanoyl}amino)benzoic acid). Reactants: BrC1=C(C=C(C=C1)Cl)C1=CC(N(C=C1OC)C(C(=O)NC1=CC=C(C(=O)OC(C)(C)C)C=C1)C)=O (tert-butyl 4-({2-[4-(2-bromo-5-chlorophenyl)-5-methoxy-2-oxopyridin-1(2H)-yl]propanoyl}amino)benzoate), C(=O)(C(F)(F)F)O (TFA). As a reaction SMILES: [Br:1][C:2]1[CH:7]=[CH:6][C:5]([Cl:8])=[CH:4][C:3]=1[C:9]1[C:14]([O:15][CH3:16])=[CH:13][N:12]([CH:17]([CH3:34])[C:18]([NH:20][C:21]2[CH:33]=[CH:32][C:24]([C:25]([O:27]C(C)(C)C)=[O:26])=[CH:23][CH:22]=2)=[O:19])[C:11](=[O:35])[CH:10]=1.C(O)(C(F)(F)F)=O>>[Br:1][C:2]1[CH:7]=[CH:6][C:5]([Cl:8])=[CH:4][C:3]=1[C:9]1[C:14]([O:15][CH3:16])=[CH:13][N:12]([CH:17]([CH3:34])[C:18]([NH:20][C:21]2[CH:22]=[CH:23][C:24]([C:25]([OH:27])=[O:26])=[CH:32][CH:33]=2)=[O:19])[C:11](=[O:35])[CH:10]=1. Reported procedure: 72 mg (purity 73%, 0.09 mmol) of tert-butyl 4-({2-[4-(2-bromo-5-chlorophenyl)-5-methoxy-2-oxopyridin-1(2H)-yl]propanoyl}amino)benzoate (racemate) were hydrolysed with TFA according to General Method 2. Yield: 20 mg (42% of theory) Reactants: COC=1C(=C(C(=O)OC)C=C(C1)OC)C (methyl 3,5-dimethoxy-2-methylbenzoate), [OH-].[Na+] (sodium hydroxide). The solvent is CO (methanol). Conditions: time 1 hour. Yields the product COC=1C(=C(C(=O)O)C=C(C1)OC)C (3,5-Dimethoxy-2-methylbenzoic acid). Yield: 99.4%. As a reaction SMILES: [CH3:1][O:2][C:3]1[C:4]([CH3:15])=[C:5]([CH:10]=[C:11]([O:13][CH3:14])[CH:12]=1)[C:6]([O:8]C)=[O:7].[OH-].[Na+]>CO>[CH3:1][O:2][C:3]1[C:4]([CH3:15])=[C:5]([CH:10]=[C:11]([O:13][CH3:14])[CH:12]=1)[C:6]([OH:8])=[O:7] |f:1.2|. Procedure: Solid methyl 3,5-dimethoxy-2-methylbenzoate (5.83 g J. C. S. Perkin I, 1973, 2853.) was dissolved in methanol (80 ml). A solution of aqueous sodium hydroxide (10%, 80 ml) was added and the solution stirred at room temperature for 1 hour. The reaction was then concentrated under reduced pressure to approximately half of the original volume before adding aqueous hydrochloric acid (200 ml). The white precipitate that formed was extracted with ethyl acetate (2×250 ml). The combined extracts were dri... Reactants: C1(=CC=CC=C1)B(O)O (phenylboronic acid), NC1=C(SC(=C1)Cl)S(=O)(=O)N (3-Amino-5-chloro-thiophene-2-sulfonic acid amide). Product: NC1=C(SC(=C1)C1=CC=CC=C1)S(=O)(=O)N (3-Amino-5-phenyl-thiophene-2-sulfonic acid amide). As a reaction SMILES: [C:1]1(B(O)O)[CH:6]=[CH:5][CH:4]=[CH:3][CH:2]=1.[NH2:10][C:11]1[CH:15]=[C:14](Cl)[S:13][C:12]=1[S:17]([NH2:20])(=[O:19])=[O:18]>>[NH2:10][C:11]1[CH:15]=[C:14]([C:1]2[CH:6]=[CH:5][CH:4]=[CH:3][CH:2]=2)[S:13][C:12]=1[S:17]([NH2:20])(=[O:19])=[O:18]. Procedure: The title compound was prepared from phenylboronic acid and 3b by following the procedure in example 3c. This compound is a white solid: MS (ES) 255 (M+H)+; 1H NMR (400 MHz, CD3OD)δ7.61 (m, 2 H), 7.42–7.37 (m, 3 H), 6.89 (s, 1H). Reactants: C(C)(=O)O[C@H]1[C@@H](O[C@]([C@H]1OCC1=CC=CC=C1)(C(F)F)COCC1=CC=CC=C1)N1C(NC(C=C1)=O)=O ((2R,3R,4S,5R)-4-(benzyloxy)-5-(benzyloxymethyl)-5-(difluoromethyl)-2-(2,4-dioxo-3,4-dihydropyrimidin-1(2H)-yl)-tetrahydrofuran-3-yl acetate), CO.O1CCOCC1 (MeOH dioxane). Solvent: N (NH3). The product is C(C1=CC=CC=C1)O[C@H]1[C@H]([C@@H](O[C@]1(C(F)F)COCC1=CC=CC=C1)N1C(NC(C=C1)=O)=O)O (1-((2R,3R,4S,5R)-4-(benzyloxy)-5-(benzyloxymethyl)-5-(difluoromethyl)-3-hydroxy-tetrahydrofuran-2-yl)pyrimidine-2,4(1H,3H)-dione). Yield: 66.2%. As a reaction SMILES: C([O:4][C@@H:5]1[C@H:9]([O:10][CH2:11][C:12]2[CH:17]=[CH:16][CH:15]=[CH:14][CH:13]=2)[C@:8]([CH2:21][O:22][CH2:23][C:24]2[CH:29]=[CH:28][CH:27]=[CH:26][CH:25]=2)([CH:18]([F:20])[F:19])[O:7][C@H:6]1[N:30]1[CH:35]=[CH:34][C:33](=[O:36])[NH:32][C:31]1=[O:37])(=O)C.CO.O1CCOCC1>N>[CH2:11]([O:10][C@@H:9]1[C@:8]([CH2:21][O:22][CH2:23][C:24]2[CH:29]=[CH:28][CH:27]=[CH:26][CH:25]=2)([CH:18]([F:19])[F:20])[O:7][C@@H:6]([N:30]2[CH:35]=[CH:34][C:33](=[O:36])[NH:32][C:31]2=[O:37])[C@@H:5]1[OH:4])[C:12]1[CH:17]=[CH:16][CH:15]=[CH:14][CH:13]=1 |f:1.2|. Procedure: A solution of compound 6 (0.52 g, 1 mmol) in NH3.MeOH/dioxane (6 mL/6 mL) was stirred at 20° C. After 18 h the reaction mixture was evaporated to dryness under reduced pressure. Purification by silica gel chromatography [petroleum ether:ethyl acetate (4:1 to 1.5:1)] provided 32 (0.314 g, 61%) as a white solid. Reactants: CCNC(=O)Oc1cn2ncnc(Oc3ccc(N)cc3F)c2c1C, ClCCl, O=C=NC(=O)Cc1ccc(F)cc1. Yields the product CCNC(=O)Oc1cn2ncnc(Oc3ccc(NC(=O)NC(=O)Cc4ccc(F)cc4)cc3F)c2c1C. As a reaction SMILES: [CH2:1]([CH3:2])[NH:3][C:4]([O:5][c:6]1[c:7]([CH3:24])[c:8]2[c:9]([O:15][c:16]3[c:17]([F:23])[cH:18][c:19]([NH2:22])[cH:20][cH:21]3)[n:10][cH:11][n:12][n:13]2[cH:14]1)=[O:25].[Cl:39][CH2:40][Cl:41].[F:26][c:27]1[cH:28][cH:29][c:30]([CH2:33][C:34](=[O:35])[N:36]=[C:37]=[O:38])[cH:31][cH:32]1>>[CH2:1]([CH3:2])[NH:3][C:4]([O:5][c:6]1[c:7]([CH3:24])[c:8]2[c:9]([O:15][c:16]3[c:17]([F:23])[cH:18][c:19]([NH:22][C:37]([NH:36][C:34]([CH2:33][c:30]4[cH:29][cH:28][c:27]([F:26])[cH:32][cH:31]4)=[O:35])=[O:38])[cH:20][cH:21]3)[n:10][cH:11][n:12][n:13]2[cH:14]1)=[O:25]. Reactants: C(#C)N1C2=C(C=3C=C(C=CC13)C)CN(CC2)C (5-ethynyl-2,8-dimethyl-2,3,4,5-tetrahydro-1H-pyrido[4,3-b]indole), Cl.BrC1=CC=NC=C1 (4-bromopyridinehydrochloride), dichlorobistriphenyl phosphine palladium (II), CCCC[N+](CCCC)(CCCC)CCCC.[F-] (TBAF), C([O-])(O)=O (bicarbonate). The solvent is O (water). Conditions: temperature 140 celsius. The product is F/C(=C(\C1=CC=NC=C1)/N1C2=C(C=3C=C(C=CC13)C)CN(CC2)C)/C2=CC=NC=C2 ((E)-5-(2-fluoro-1,2-di(pyridin-4-yl)vinyl)-2,8-dimethyl-2,3,4,5-tetrahydro-1H-pyrido[4,3-b]indole). As a reaction SMILES: [C:1]([N:3]1[C:11]2[CH:10]=[CH:9][C:8]([CH3:12])=[CH:7][C:6]=2[C:5]2[CH2:13][N:14]([CH3:17])[CH2:15][CH2:16][C:4]1=2)#[CH:2].Cl.Br[C:20]1[CH:25]=[CH:24][N:23]=[CH:22][CH:21]=1.CCCC[N+:30]([CH2:39][CH2:40][CH2:41][CH3:42])([CH2:35]CCC)CCCC.[F-:43].C(=O)(O)[O-]>O>[F:43]/[C:2](/[C:41]1[CH:42]=[CH:35][N:30]=[CH:39][CH:40]=1)=[C:1](/[N:3]1[C:11]2[CH:10]=[CH:9][C:8]([CH3:12])=[CH:7][C:6]=2[C:5]2[CH2:13][N:14]([CH3:17])[CH2:15][CH2:16][C:4]1=2)\[C:20]1[CH:25]=[CH:24][N:23]=[CH:22][CH:21]=1 |f:1.2,3.4|. Reported procedure: A mixture of 5-ethynyl-2,8-dimethyl-2,3,4,5-tetrahydro-1H-pyrido[4,3-b]indole (138 mg, 0.6 mmol), 4-bromopyridinehydrochloride (100 mg, 0.51 mmol), dichlorobistriphenyl phosphine palladium (II) (10 mg, 0.015 mmol) and TBAF.3H2O (481 mg, 1.5 mmol) were added to a reaction vessel and the contents heated at 80° C. (exothermicity observed; temperature 140° C.) for 5 min in microwave. After completion of the reaction (as monitored by TLC & LCMS) reaction mixture was poured into water (20 mL) and satu...